This data is from the Open Reaction Database (ORD), a public repository of structured organic reaction records. The task is: describe an organic reaction: reactants, conditions, products, and yield The reactants are NC=1C=C2C(=CNC2=CC1)C1CN(CC1)C (5-Amino-3-(N-methylpyrrolidin-3-yl)-1H-indole), ClC1=C(C=C(C#N)C=C1)[N+](=O)[O-] (4-chloro-3-nitrobenzonitrile), C(C)(=O)[O-].[Na+] (Sodium acetate). The solvent is C(C)(=O)O (acetic acid). Product: C(#N)C1=CC(=C(C=C1)NC=1C=C2C(=CNC2=CC1)C1CN(CC1)C)[N+](=O)[O-] (5-(4-Cyano-2-nitrophenyl)amino-3-(N-methylpyrrolidin-3-yl)-1H-indole). Yield: 16.0%. Reaction SMILES: [NH2:1][C:2]1[CH:3]=[C:4]2[C:8](=[CH:9][CH:10]=1)[NH:7][CH:6]=[C:5]2[CH:11]1[CH2:15][CH2:14][N:13]([CH3:16])[CH2:12]1.Cl[C:18]1[CH:25]=[CH:24][C:21]([C:22]#[N:23])=[CH:20][C:19]=1[N+:26]([O-:28])=[O:27].C([O-])(=O)C.[Na+]>C(O)(=O)C>[C:22]([C:21]1[CH:24]=[CH:25][C:18]([NH:1][C:2]2[CH:3]=[C:4]3[C:8](=[CH:9][CH:10]=2)[NH:7][CH:6]=[C:5]3[CH:11]2[CH2:15][CH2:14][N:13]([CH3:16])[CH2:12]2)=[C:19]([N+:26]([O-:28])=[O:27])[CH:20]=1)#[N:23] |f:2.3|. Procedure: 5-Amino-3-(N-methylpyrrolidin-3-yl)-1H-indole and 4-chloro-3-nitrobenzonitrile were used. Sodium acetate was used as base, acetic acid was used as solvent, and the reaction was heated at reflux for 5 hours. Column chromatography afforded the title compound (16%) as a red amorphous solid: Rf =0.35 in 9:1:0.1 [methylene chloride/methanol/ammonium hydroxide]; 13C NMR (CDCl3) δ 147.4, 137.0, 135.8, 132.1, 131.4, 128.2, 127.8, 122.2, 120.4, 120.3, 118.2, 117.2, 117.1, 112.7, 98.9, 62.7, 56.3, 42.4, 3... The reactants are [Cl-].COC[PH3+] (methoxymethylphosphonium chloride), C(CCC)[Li] (n-butyllithium), CC(C)([O-])C.[K+] (potassium-t-butoxide), FC=1C=C(C=CC1C#N)C1CCC(CC1)=O (4-(3-fluoro-4-cyanophenyl)cyclohexanone). Yields the product C(=O)C1CCC(CC1)C1=CC(=C(C=C1)C#N)F (1-formyl-4-(3-fluoro-4-cyanophenyl) cyclohexane). As a reaction SMILES: [Cl-].C[O:3][CH2:4][PH3+].C([Li])CCC.CC(C)([O-])C.[K+].[F:17][C:18]1[CH:19]=[C:20]([CH:26]2[CH2:31][CH2:30][C:29](=O)[CH2:28][CH2:27]2)[CH:21]=[CH:22][C:23]=1[C:24]#[N:25]>>[CH:4]([CH:29]1[CH2:28][CH2:27][CH:26]([C:20]2[CH:21]=[CH:22][C:23]([C:24]#[N:25])=[C:18]([F:17])[CH:19]=2)[CH2:31][CH2:30]1)=[O:3] |f:0.1,3.4|. Reported procedure: 1,4-Cyclohexanedionemonoethyleneketal is reacted with a Grignard reagent prepared from 3-fluorobromobenzene (1), to obtain an alcohol form substance (2), followed by dehydrating it with an acid catalyst (such as p-toluenesulfonic acid, potassium hydrogen sulfate, hydrochloric acid, sulfuric acid, ion-exchange resin, etc.) to convert it into a cyclohexene derivative (3), thereafter subjecting the derivative to catalytic hydrogenation reaction in the presence of a catalyst such as Pd, Ni, Pt, etc.... Reactants: Oc1ccc(O)cc1, CC(Sc1ccc(O)cc1)C(=O)O. Product: CC(Oc1ccc(O)cc1)C(=O)O. Reaction SMILES: [OH:14][c:15]1[cH:16][cH:17][c:18]([OH:21])[cH:19][cH:20]1.[OH:1][c:2]1[cH:3][cH:4][c:5]([S:6][CH:9]([C:10](=[O:11])[OH:12])[CH3:13])[cH:7][cH:8]1>>[CH:9]([C:10](=[O:11])[OH:12])([CH3:13])[O:21][c:18]1[cH:17][cH:16][c:15]([OH:14])[cH:20][cH:19]1. Starting materials: [OH-].[Na+] (sodium hydroxide), NC1=C2N=C(N(C2=NC(=N1)SCC(=O)OC)CC1=CC=CC=C1)O (6-amino-9-benzyl-8-hydroxy-2-(methoxycarbonylmethyl)thiopurine), Cl (hydrochloric acid). Run in CO (methanol). The product is NC1=C2N=C(N(C2=NC(=N1)SCC(=O)O)CC1=CC=CC=C1)O (6-Amino-9-benzyl-8-hydroxy-2-(carboxymethylthio)purine). The yield is 50.8%. As a reaction SMILES: [OH-].[Na+].[NH2:3][C:4]1[N:12]=[C:11]([S:13][CH2:14][C:15]([O:17]C)=[O:16])[N:10]=[C:9]2[C:5]=1[N:6]=[C:7]([OH:26])[N:8]2[CH2:19][C:20]1[CH:25]=[CH:24][CH:23]=[CH:22][CH:21]=1.Cl>CO>[NH2:3][C:4]1[N:12]=[C:11]([S:13][CH2:14][C:15]([OH:17])=[O:16])[N:10]=[C:9]2[C:5]=1[N:6]=[C:7]([OH:26])[N:8]2[CH2:19][C:20]1[CH:25]=[CH:24][CH:23]=[CH:22][CH:21]=1 |f:0.1|. Reported procedure: To a methanol solution (5 ml) containing 500 mg of sodium hydroxide was added 6-amino-9-benzyl-8-hydroxy-2-(methoxycarbonylmethyl)thiopurine (64 mg, 0.19 mmol). The solution was refluxed under heating, neutralized with 2N hydrochloric acid, filtered and washed with water to give the subject compound (32 mg, yield 52%). Reactants: NN1C=C(C2=CC=CC=C12)C (N-amino-3-methylindole), C1(C=2C(C(=O)O1)=CC=CC2)=O (phthalic anhydride). Run in C(Cl)(Cl)Cl (chloroform). Yields the product CC1=CN(C2=CC=CC=C12)NC(=O)C1=C(C(=O)O)C=CC=C1 (2-[[(3-Methyl-1H-indol-1-yl)amino]carbonyl]benzoic acid). Isolated yield 105.6%. As a reaction SMILES: [NH2:1][N:2]1[C:10]2[C:5](=[CH:6][CH:7]=[CH:8][CH:9]=2)[C:4]([CH3:11])=[CH:3]1.[C:12]1(=[O:22])[O:17][C:15](=[O:16])[C:14]2=[CH:18][CH:19]=[CH:20][CH:21]=[C:13]12>C(Cl)(Cl)Cl>[CH3:11][C:4]1[C:5]2[C:10](=[CH:9][CH:8]=[CH:7][CH:6]=2)[N:2]([NH:1][C:12]([C:13]2[CH:21]=[CH:20][CH:19]=[CH:18][C:14]=2[C:15]([OH:17])=[O:16])=[O:22])[CH:3]=1. Reported procedure: A suspension of 2.0 g of N-amino-3-methylindole, 140 ml of dry chloroform and 2.74 g of phthalic anhydride was stirred at reflux for 4 hours. The suspension was allowed to cool to room temperature, concentrated to approximately 50 ml, filtered and the residue washed with chloroform to provide 4.25 g of a white solid. Recrystallization from ethyl acetate provided 3.18 g (79.0%) of 2-[[(3-methyl(indol-1-yl)amino]carbonyl]benzoic acid, m.p. 191°-193° C. The yield is 83.1%. Reactants: C([O-])([O-])=O.[K+].[K+] (potassium carbonate), BrCCCCBr (1,4-dibromobutane), C(C1=CC=CC=C1)C1(C(N(C2=CC=CC=C12)C)=O)C1=C(C=CC=C1)O (3-benzyl-3-(2-hydroxyphenyl)-1- methylindolin-2-one). Run in CC(CC)=O (2-butanone). Product: C(C1=CC=CC=C1)C1(C(N(C2=CC=CC=C12)C)=O)C1=C(C=CC=C1)OCCCCBr (3-Benzyl-3-[2-(4-bromobutoxy)phenyl]-1-methylindolin-2-one). As a reaction SMILES: [CH2:1]([C:8]1([C:19]2[CH:24]=[CH:23][CH:22]=[CH:21][C:20]=2[OH:25])[C:16]2[C:11](=[CH:12][CH:13]=[CH:14][CH:15]=2)[N:10]([CH3:17])[C:9]1=[O:18])[C:2]1[CH:7]=[CH:6][CH:5]=[CH:4][CH:3]=1.C(=O)([O-])[O-].[K+].[K+].[Br:32][CH2:33][CH2:34][CH2:35][CH2:36]Br>CC(=O)CC>[CH2:1]([C:8]1([C:19]2[CH:24]=[CH:23][CH:22]=[CH:21][C:20]=2[O:25][CH2:36][CH2:35][CH2:34][CH2:33][Br:32])[C:16]2[C:11](=[CH:12][CH:13]=[CH:14][CH:15]=2)[N:10]([CH3:17])[C:9]1=[O:18])[C:2]1[CH:3]=[CH:4][CH:5]=[CH:6][CH:7]=1 |f:1.2.3|. Reported procedure: 16.5 g (0.05 mol) of 3-benzyl-3-(2-hydroxyphenyl)-1- methylindolin-2-one in 250 ml of 2-butanone are stirred under reflux with 20.7 g (0.15 mol) of ground anhydrous potassium carbonate and 17.2 ml (0.15 mol) of 1,4-dibromobutane for 5 hours. The hot mixture is filtered with suction, and the filtrate is concentrated in vacuo. The crystalline residue is triturated with petroleum ether, and the product is isolated after removal of the solvent with suction. 19.3 g of product of melting point 174°-5°...